From a dataset of the Open Reaction Database (ORD), a public repository of structured organic reaction records. describe an organic reaction: reactants, conditions, products, and yield The reactants are COC(=O)C1=CSC=C1NC(C(C)Cl)=O (rac-4-(2-chloro-propionylamino)-thiophene-3-carboxylic acid methyl ester), ClC=1C=C(C=CC1Cl)O (3,4-dichlorophenol). The product is ClC=1C=C(OC(C(=O)NC=2C(=CSC2)C(=O)O)C)C=CC1Cl (rac-4[-2-(3,4-Dichloro-phenoxy)-propionylamino]-thiophene-3-carboxylic acid). Reaction SMILES: C[O:2][C:3]([C:5]1[C:9]([NH:10][C:11](=[O:15])[CH:12](Cl)[CH3:13])=[CH:8][S:7][CH:6]=1)=[O:4].[Cl:16][C:17]1[CH:18]=[C:19]([OH:24])[CH:20]=[CH:21][C:22]=1[Cl:23]>>[Cl:16][C:17]1[CH:18]=[C:19]([CH:20]=[CH:21][C:22]=1[Cl:23])[O:24][CH:12]([CH3:13])[C:11]([NH:10][C:9]1[C:5]([C:3]([OH:2])=[O:4])=[CH:6][S:7][CH:8]=1)=[O:15]. Reported procedure: In analogy to Example 2, the title compound was prepared using rac-4-(2-chloro-propionylamino)-thiophene-3-carboxylic acid methyl ester and 3,4-dichlorophenol. MS (m/e): 360.0 (M−H). The reactants are ClC1=CC=C(C=C1)C1=C(C=CC=C1)CN1CCN(CC1)C1=CC=C(C(=O)O)C=C1 (4-(4-((4′-chloro-1,1′-biphenyl-2-yl)methyl)-1-piperazinyl)benzoic acid), CN(CC[C@H](CSC1=CC=CC=C1)NC1=C(C=C(C=C1)S(=O)(=O)N)[N+](=O)[O-])C (4-(((1R)-3-(dimethylamino)-1-((phenylsulfanyl)methyl)propyl)amino)-3-nitrobenzenesulfonamide), CCN=C=NCCCN(C)C.Cl (EDAC.HCl). The reagents and catalysts are CN(C)C=1C=CN=CC1 (DMAP). Run in ClCCl (dichloromethane). Yields the product ClC1=CC=C(C=C1)C1=C(C=CC=C1)CN1CCN(CC1)C1=CC=C(C(=O)NS(=O)(=O)C2=CC(=C(C=C2)N[C@H](CCN(C)C)CSC2=CC=CC=C2)[N+](=O)[O-])C=C1 (4-(4-((4′-chloro-1,1′-biphenyl-2-yl)methyl)-1-piperazinyl)-N-((4-(((1R)-3-(dimethylamino)-1-((phenylsulfanyl)methyl)propyl)amino)-3-nitrophenyl)sulfony)benzamide). RXN SMILES: [Cl:1][C:2]1[CH:7]=[CH:6][C:5]([C:8]2[CH:13]=[CH:12][CH:11]=[CH:10][C:9]=2[CH2:14][N:15]2[CH2:20][CH2:19][N:18]([C:21]3[CH:29]=[CH:28][C:24]([C:25](O)=[O:26])=[CH:23][CH:22]=3)[CH2:17][CH2:16]2)=[CH:4][CH:3]=1.[CH3:30][N:31]([CH3:57])[CH2:32][CH2:33][C@@H:34]([NH:43][C:44]1[CH:49]=[CH:48][C:47]([S:50]([NH2:53])(=[O:52])=[O:51])=[CH:46][C:45]=1[N+:54]([O-:56])=[O:55])[CH2:35][S:36][C:37]1[CH:42]=[CH:41][CH:40]=[CH:39][CH:38]=1.CCN=C=NCCCN(C)C.Cl>CN(C1C=CN=CC=1)C.ClCCl>[Cl:1][C:2]1[CH:7]=[CH:6][C:5]([C:8]2[CH:13]=[CH:12][CH:11]=[CH:10][C:9]=2[CH2:14][N:15]2[CH2:20][CH2:19][N:18]([C:21]3[CH:22]=[CH:23][C:24]([C:25]([NH:53][S:50]([C:47]4[CH:48]=[CH:49][C:44]([NH:43][C@@H:34]([CH2:35][S:36][C:37]5[CH:38]=[CH:39][CH:40]=[CH:41][CH:42]=5)[CH2:33][CH2:32][N:31]([CH3:30])[CH3:57])=[C:45]([N+:54]([O-:56])=[O:55])[CH:46]=4)(=[O:51])=[O:52])=[O:26])=[CH:28][CH:29]=3)[CH2:17][CH2:16]2)=[CH:4][CH:3]=1 |f:2.3|. Procedure details: A mixture of EXAMPLE 2C (3.683 g), 4-(((1R)-3-(dimethylamino)-1-((phenylsulfanyl)methyl)propyl)amino)-3-nitrobenzenesulfonamide (3.53 g), EDAC.HCl (3.32 g) and DMAP (2.12 g) in dichloromethane (500 mL) at 25° C. was stirred for 8 hours, washed with saturated NH4Cl (330 mL), and dried (MgSO4), filtered, and concentrated. The concentrate was flash chromatographed on silica gel with 1%, 2%, 5%, 10%, and 15% methanol/NH3-saturated dichloromethane. 1H NMR (DMSO-d6) δ 12.10 (br s, 1H), 11.18 (br s, 1H... Starting materials: [Mn](=O)(=O)(=O)[O-].[K+] (potassium permanganate), O (water), NC1=NC2=CC=C(C=C2C(=N1)N)SC1=CC2=CC=CC=C2C=C1 (2,4-diamino-6-(naphth-2-ylthio)quinazoline). The solvent is C(C)(=O)O (acetic acid). Conditions: time 18 hour. The product is NC1=NC2=CC=C(C=C2C(=N1)N)S(=O)(=O)C1=CC2=CC=CC=C2C=C1 (2,4-diamino-6-(naphth-2-ylsulfonyl)quinazoline). Reaction SMILES: [NH2:1][C:2]1[N:11]=[C:10]([NH2:12])[C:9]2[C:4](=[CH:5][CH:6]=[C:7]([S:13][C:14]3[CH:23]=[CH:22][C:21]4[C:16](=[CH:17][CH:18]=[CH:19][CH:20]=4)[CH:15]=3)[CH:8]=2)[N:3]=1.[Mn]([O-])(=O)(=O)=[O:25].[K+].[OH2:30]>C(O)(=O)C>[NH2:1][C:2]1[N:11]=[C:10]([NH2:12])[C:9]2[C:4](=[CH:5][CH:6]=[C:7]([S:13]([C:14]3[CH:23]=[CH:22][C:21]4[C:16](=[CH:17][CH:18]=[CH:19][CH:20]=4)[CH:15]=3)(=[O:25])=[O:30])[CH:8]=2)[N:3]=1 |f:1.2|. Procedure: A solution of 2.0 grams (0.006 mole) of 2,4-diamino-6-(naphth-2-ylthio)quinazoline (prepared in Example 7) in 80 mL of acetic acid was stirred, and a solution of 2.0 grams (0.013 mole) of potassium permanganate in 75 mL of water was added dropwise during a 1 hour period. Upon completion of addition, the reaction mixture was stirred at ambient temperature for about 18 hours. After this time, the reaction mixture was filtered through diatomaceous earth. The filtrate was made basic by adding an exc... Starting materials: C(CCCCCCC)N (Octylamine), C(CCCCCC)(=O)Cl (heptanoyl chloride). The product is C(CCCCCCC)NC(=O)CCCCCC (N-octylhexanecarboxamide). As a reaction SMILES: [CH2:1]([NH2:9])[CH2:2][CH2:3][CH2:4][CH2:5][CH2:6][CH2:7][CH3:8].[C:10](Cl)(=[O:17])[CH2:11][CH2:12][CH2:13][CH2:14][CH2:15][CH3:16]>>[CH2:1]([NH:9][C:10]([CH2:11][CH2:12][CH2:13][CH2:14][CH2:15][CH3:16])=[O:17])[CH2:2][CH2:3][CH2:4][CH2:5][CH2:6][CH2:7][CH3:8]. Procedure: Octylamine was acrylated with one equivalent of heptanoyl chloride to provide N-octylhexanecarboxamide. The amide was reduced by reaction with diborane in tetrahydrofuran to provide N-heptyloctylamine. To a cold stirred solution of 19.79 g. of N-heptyloctylamine and 23.4 g. of sodium carbonate in 82 ml. of acetone and 82 ml. of water was added dropwise over thirty minutes a solution of 13.7 ml. of acetyl chloride in 164 ml. of acetone. The reaction mixture was stirred for twelve hours following ... Reactants: CC1=CC=C(C=C1)C#C (4-methylphenylacetylene), IC1=CC=C(C=C1)C#C[Si](C)(C)C (4-iodophenyltrimethylsilylacetylene). Reagents/catalysts: [Cu]I (CuI), Cl[Pd]([P](C1=CC=CC=C1)(C2=CC=CC=C2)C3=CC=CC=C3)([P](C4=CC=CC=C4)(C5=CC=CC=C5)C6=CC=CC=C6)Cl (bis(triphenylphosphine)palladium(II) dichloride). Solvent: C1CCOC1 (THF), C(C)N(CC)CC (triethylamine). Conditions: time 3 day. The product is C[Si](C)(C)C#CC1=CC=C(C=C1)C#CC1=CC=C(C=C1)C (1-(trimethylsilylethynyl)-4-(4-methylphenylethynyl)benzene). Yield: 99.1%. Reaction SMILES: [CH3:1][C:2]1[CH:7]=[CH:6][C:5]([C:8]#[CH:9])=[CH:4][CH:3]=1.I[C:11]1[CH:16]=[CH:15][C:14]([C:17]#[C:18][Si:19]([CH3:22])([CH3:21])[CH3:20])=[CH:13][CH:12]=1>C1COCC1.C(N(CC)CC)C.[Cu]I.Cl[Pd](Cl)([P](C1C=CC=CC=1)(C1C=CC=CC=1)C1C=CC=CC=1)[P](C1C=CC=CC=1)(C1C=CC=CC=1)C1C=CC=CC=1>[CH3:20][Si:19]([C:18]#[C:17][C:14]1[CH:15]=[CH:16][C:11]([C:9]#[C:8][C:5]2[CH:6]=[CH:7][C:2]([CH3:1])=[CH:3][CH:4]=2)=[CH:12][CH:13]=1)([CH3:22])[CH3:21] |^1:39,58|. Procedure: Into a 50 ml round bottom flask was placed a mixture of 0.64 g (0.0054 mole) of 4-methylphenylacetylene, 1.50 g (0.005 mole) of 4-iodophenyltrimethylsilylacetylene, 0.011 g (0.0058 mmole) of CuI, 0.103 g (0.146 mmole) of bis(triphenylphosphine)palladium(II) dichloride in 10 ml of THF and 10 ml of triethylamine. The brown solution turned to an orange-yellow suspension when solid started to form. The mixture was stirred at room temperature under nitrogen for 3 days. It was filtered and the filtrat... Reactants: FC1=C(C(=CC=C1)F)C=1SC(=C(N1)C(NC=1C=NN(C1N1CCC(CCC1)NC(C(F)(F)F)=O)CC)=O)NC(OC(C)(C)C)=O (tert-butyl 2-(2,6-difluorophenyl)-4-(1-ethyl-5-(4-(2,2,2-trifluoroacetamido)azepan-1-yl)-1H-pyrazol-4-ylcarbamoyl)thiazol-5-ylcarbamate), C(=O)([O-])[O-].[K+].[K+] (K2CO3). Solvent: O1CCOCC1 (1,4-dioxane), Cl (HCl). Run at temperature 60 celsius, time 40 hour. Yields the product NC1=C(N=C(S1)C1=C(C=CC=C1F)F)C(=O)NC=1C=NN(C1N1CCC(CCC1)N)CC (5-amino-N-(5-(4-aminoazepan-1-yl)-1-ethyl-1H-pyrazol-4-yl)-2-(2,6-difluorophenyl)thiazole-4-carboxamide). Isolated yield 98.3%. Reaction SMILES: [F:1][C:2]1[CH:7]=[CH:6][CH:5]=[C:4]([F:8])[C:3]=1[C:9]1[S:10][C:11]([NH:38]C(=O)OC(C)(C)C)=[C:12]([C:14](=[O:37])[NH:15][C:16]2[CH:17]=[N:18][N:19]([CH2:35][CH3:36])[C:20]=2[N:21]2[CH2:27][CH2:26][CH2:25][CH:24]([NH:28]C(=O)C(F)(F)F)[CH2:23][CH2:22]2)[N:13]=1.C([O-])([O-])=O.[K+].[K+]>Cl.O1CCOCC1>[NH2:38][C:11]1[S:10][C:9]([C:3]2[C:4]([F:8])=[CH:5][CH:6]=[CH:7][C:2]=2[F:1])=[N:13][C:12]=1[C:14]([NH:15][C:16]1[CH:17]=[N:18][N:19]([CH2:35][CH3:36])[C:20]=1[N:21]1[CH2:27][CH2:26][CH2:25][CH:24]([NH2:28])[CH2:23][CH2:22]1)=[O:37] |f:1.2.3|. Reported procedure: A solution of tert-butyl 2-(2,6-difluorophenyl)-4-(1-ethyl-5-(4-(2,2,2-trifluoroacetamido)azepan-1-yl)-1H-pyrazol-4-ylcarbamoyl)thiazol-5-ylcarbamate (0.17 g, 0.26 mmol) in HCl in 1,4-dioxane (4 M, 5 mL) was allowed to stand at room temperature for 40 hr. The reaction mixture was concentrated under reduced pressure and the residue dissolved in 50% aqueous MeOH (20 mL). K2CO3 (1.22 g, 8.84 mmol) was added and the mixture heated at 60° C. for 3 hr. The mixture was allowed to cool, concentrated to ...